describe an organic reaction: reactants, conditions, products, and yield From a dataset of the Open Reaction Database (ORD), a public repository of structured organic reaction records. The reactants are CO, COC(=O)c1ccc([N+](=O)[O-])c(C(N)=O)c1. Yields the product COC(=O)c1ccc(N)c(C(N)=O)c1. RXN SMILES: [CH3:17][OH:18].[CH3:1][O:2][C:3](=[O:4])[c:5]1[cH:6][cH:7][c:8]([N+:14]([O-:15])=[O:16])[c:9]([C:10](=[O:11])[NH2:12])[cH:13]1>>[CH3:1][O:2][C:3](=[O:4])[c:5]1[cH:6][cH:7][c:8]([NH2:14])[c:9]([C:10](=[O:11])[NH2:12])[cH:13]1. Procedure details: A solution of (−)-(2R,5S)-1-allyl-2,5-dimethylpiperazine (22.26 g), benzotriazole (17.18 g) and methyl 4-formylbenzoate (23.7 g) in toluene (400 ml) was heated under reflux with azeotropic removal of water for 3 hours. The solution was cooled and added to a cold solution (−20° C.) of 3-tert-butyldimethylsilyloxyphenylmagnesium bromide (prepared from 82.9 g of corresponding bromide and 7.29 g of magnesium turnings) in tetrahydrofuran (300 ml) at such a rate as to maintain the internal temperature... The solvent is O1CCCC1 (tetrahydrofuran), C1(=CC=CC=C1)C (toluene), O (water). Starting materials: [Si](C)(C)(C(C)(C)C)OC=1C=C(C=CC1)[Mg]Br (3-tert-butyldimethylsilyloxyphenylmagnesium bromide), C(C=C)N1[C@@H](CN[C@H](C1)C)C ((−)-(2R,5S)-1-allyl-2,5-dimethylpiperazine), N1N=NC2=C1C=CC=C2 (benzotriazole), C(=O)C1=CC=C(C(=O)OC)C=C1 (methyl 4-formylbenzoate). Reaction SMILES: [CH2:1]([N:4]1[CH2:9][C@H:8]([CH3:10])[NH:7][CH2:6][C@H:5]1[CH3:11])[CH:2]=[CH2:3].N1C2C=CC=CC=2N=N1.[CH:21]([C:23]1[CH:32]=[CH:31][C:26]([C:27]([O:29][CH3:30])=[O:28])=[CH:25][CH:24]=1)=O.[Si:33]([O:40][C:41]1[CH:42]=[C:43]([Mg]Br)[CH:44]=[CH:45][CH:46]=1)([C:36]([CH3:39])([CH3:38])[CH3:37])([CH3:35])[CH3:34]>C1(C)C=CC=CC=1.O1CCCC1.O>[CH2:1]([N:4]1[C@H:5]([CH3:11])[CH2:6][N:7]([C@H:21]([C:23]2[CH:32]=[CH:31][C:26]([C:27]([O:29][CH3:30])=[O:28])=[CH:25][CH:24]=2)[C:43]2[CH:44]=[CH:45][CH:46]=[C:41]([O:40][Si:33]([C:36]([CH3:39])([CH3:38])[CH3:37])([CH3:34])[CH3:35])[CH:42]=2)[C@@H:8]([CH3:10])[CH2:9]1)[CH:2]=[CH2:3]. Run at temperature -17.5 celsius, time 1.5 hour. Product: C(C=C)N1C[C@@H](N(C[C@H]1C)[C@@H](C1=CC(=CC=C1)O[Si](C)(C)C(C)(C)C)C1=CC=C(C(=O)OC)C=C1)C (Methyl 4-[(R)-1-[(2S,5R)-4-Allyl-2,5-dimethyl-1-piperazinyl]-1-(3-tert-butyldimethylsilyloxyphenyl)methyl]benzoate).